From a dataset of the Open Reaction Database (ORD), a public repository of structured organic reaction records. describe an organic reaction: reactants, conditions, products, and yield Starting materials: COC=1C=C(C=CC1OC)C(CC(=O)OCC)CCCCC1=CC=CC=C1 (ethyl 3-(3,4-dimethoxyphenyl)-7-phenylheptanoate), [OH-].[Na+] (sodium hydroxide), Cl (HCl). Run in C(C)O (ethanol). Product: COC=1C=C(C=CC1OC)C(CC(=O)O)CCCCC1=CC=CC=C1 (3-(3,4-dimethoxyphenyl)-7-phenylheptanoic acid). Isolated yield 91.3%. Reaction SMILES: [CH3:1][O:2][C:3]1[CH:4]=[C:5]([CH:11]([CH2:18][CH2:19][CH2:20][CH2:21][C:22]2[CH:27]=[CH:26][CH:25]=[CH:24][CH:23]=2)[CH2:12][C:13]([O:15]CC)=[O:14])[CH:6]=[CH:7][C:8]=1[O:9][CH3:10].[OH-].[Na+].Cl>C(O)C>[CH3:1][O:2][C:3]1[CH:4]=[C:5]([CH:11]([CH2:18][CH2:19][CH2:20][CH2:21][C:22]2[CH:23]=[CH:24][CH:25]=[CH:26][CH:27]=2)[CH2:12][C:13]([OH:15])=[O:14])[CH:6]=[CH:7][C:8]=1[O:9][CH3:10] |f:1.2|. Procedure details: A solution of ethyl 3-(3,4-dimethoxyphenyl)-7-phenylheptanoate (0.3 g, 0.8 mmol) and 10% sodium hydroxide (5 mL) in ethanol (10 mL) is heated under reflux for 30 minutes. The mixture is cooled and is added to aqueous HCl and is extracted with ether. The organic layer is washed with water and is dried over MgSO4. The solvent is removed in vacuo to afford 3-(3,4-dimethoxyphenyl)-7-phenylheptanoic acid (0.25 g, 92%); MS (EI) m/e 342 (M+). Starting materials: P(=O)(Br)(Br)Br (POBr3), CC1CN(CCC2=C1NC(C=C2)=O)C(C(F)(F)F)=O (9-methyl-7-(trifluoroacetyl)-1,5,6,7,8,9-hexahydro-2H-pyrido[2,3-d]azepin-2-one). Solvent: CN(C)C=O (DMF). Run at temperature 90 celsius. Yields the product BrC=1C=CC2=C(C(CN(CC2)C(C(F)(F)F)=O)C)N1 (2-bromo-9-methyl-7-(trifluoroacetyl)-6,7,8,9-tetrahydro-5H-pyrido[2,3-d]azepine). Yield: 55.6%. Reaction SMILES: P(Br)(Br)([Br:3])=O.[CH3:6][CH:7]1[C:13]2[NH:14][C:15](=O)[CH:16]=[CH:17][C:12]=2[CH2:11][CH2:10][N:9]([C:19](=[O:24])[C:20]([F:23])([F:22])[F:21])[CH2:8]1>CN(C=O)C>[Br:3][C:15]1[CH:16]=[CH:17][C:12]2[CH2:11][CH2:10][N:9]([C:19](=[O:24])[C:20]([F:23])([F:22])[F:21])[CH2:8][CH:7]([CH3:6])[C:13]=2[N:14]=1. Procedure: TFA (9.20 mmol, 0.709 ml) was slowly added to a stirred solution of tert-butyl 4-hydroxy-9-methyl-2-oxo-1,2,5,6,8,9-hexahydro-7H-pyrido[2,3-d]azepine-7-carboxylate (0.541 g, 1.84 mmol) in DCM (20 ml) at room temperature. The reaction solution was stirred until all starting materials are consumed. The solvent was removed under reduced pressure and the resulting residue was dissolved in DCM (20 ml). Addition of Et3N (18.4 mmol, 2.56 ml) and TFAA (3.86 mmol, 0.511 ml) was followed by stirring for 8... Reactants: formula IV, C(C1=CC=CC=C1)(=O)C=1NC=CC1CCC(C(=O)OCC)C(=O)OCC (2-benzoyl-[3,3-di(ethoxycarbonyl)propyl]pyrrole), O1CCCC1 (tetrahydrofuran), [H-].[Na+] (sodium hydride), BrN1C(CCC1=O)=O (N-bromosuccinimide). Run in O (water). Conditions: time 30 minute. The product is formula VII, C(C1=CC=CC=C1)(=O)C=1NC=CC1CCC(C(=O)OCC)(C(=O)OCC)Br (2-benzoyl-[3-bromo-3,3-di(ethoxycarbonyl)propyl]pyrrole). RXN SMILES: [C:1]([C:9]1[NH:10][CH:11]=[CH:12][C:13]=1[CH2:14][CH2:15][CH:16]([C:22]([O:24][CH2:25][CH3:26])=[O:23])[C:17]([O:19][CH2:20][CH3:21])=[O:18])(=[O:8])[C:2]1[CH:7]=[CH:6][CH:5]=[CH:4][CH:3]=1.O1CCCC1.[H-].[Na+].[Br:34]N1C(=O)CCC1=O>O>[C:1]([C:9]1[NH:10][CH:11]=[CH:12][C:13]=1[CH2:14][CH2:15][C:16]([Br:34])([C:22]([O:24][CH2:25][CH3:26])=[O:23])[C:17]([O:19][CH2:20][CH3:21])=[O:18])(=[O:8])[C:2]1[CH:3]=[CH:4][CH:5]=[CH:6][CH:7]=1 |f:2.3|. Procedure details: To a cold solution of a compound of formula IV, preferably 2-benzoyl-[3,3-di(ethoxycarbonyl)propyl]pyrrole, in an aprotic polar solvent, such as tetrahydrofuran, is added a slight excess of a strong base, preferably sodium hydride. The reaction mixture is allowed to stir for about 30 minutes. To the reaction mixture is then added a halogenating agent, preferably N-bromosuccinimide. The reaction mixture is allowed to stir until complete The mixture is poured into water and extracted with an aprot... Starting materials: C(C)(C)(C)C1C(CCCC1)=O (2-t-butylcyclohexanone), C(C(C)O)O (1,2-propanediol), C(C)(C)(C)C1C2(OCC(O2)C)CCCC1 (6-t-butyl-2-methyl-1,4-dioxaspiro[4.5]decane). Reagents/catalysts: catalyst, [Pd] (palladium), [Ru] (ruthenium). Run in C(C)(C)O (isopropyl alcohol). Product: C(C)(C)(C)C1C(CCCC1)OCC(C)O (1-(2-t-butylcyclohexyloxy)-2-propanol). Isolated yield 81.6%. RXN SMILES: [C:1]([CH:5]1[CH2:15][CH2:14][CH2:13][CH2:12][C:6]21[O:10][CH:9]([CH3:11])[CH2:8][O:7]2)([CH3:4])([CH3:3])[CH3:2].C(C1CCCCC1=O)(C)(C)C.C(O)C(O)C>[Pd].[Ru].C(O)(C)C>[C:1]([CH:5]1[CH2:15][CH2:14][CH2:13][CH2:12][CH:6]1[O:7][CH2:8][CH:9]([OH:10])[CH3:11])([CH3:4])([CH3:2])[CH3:3]. Procedure details: A 500 ml capacity autoclave was charged with 30 g (0.14 mol) of 6-t-butyl-2-methyl-1,4-dioxaspiro[4.5]decane which has been prepared from 2-t-butylcyclohexanone and 1,2-propanediol, 150 ml of isopropyl alcohol, 0.29 g of a catalyst of 5% palladium supported on active carbon and 0.01 gof a catalyst of 5% ruthenium supported on active carbon. The reaction was carried out under a hydrogen pressure of 70 kg/cm2 and at a temperature of 190° C. for 10 hours until completion of the absorption of hydrog... The reagents and catalysts are [Pd] (palladium on charcoal). RXN SMILES: Cl.[CH3:2][O:3][C:4]1[C:9]2[C:10]([N:19]3[CH2:24][CH2:23][N:22]([CH3:25])[CH2:21][CH2:20]3)=[C:11]([C:13]3[CH:18]=[CH:17][CH:16]=[CH:15][CH:14]=3)[O:12][C:8]=2[C:7]([Cl:26])=[CH:6][CH:5]=1.O.NN>[Pd].C(O)C>[ClH:26].[CH3:2][O:3][C:4]1[C:9]2[C:10]([N:19]3[CH2:20][CH2:21][N:22]([CH3:25])[CH2:23][CH2:24]3)=[C:11]([C:13]3[CH:18]=[CH:17][CH:16]=[CH:15][CH:14]=3)[O:12][C:8]=2[CH:7]=[CH:6][CH:5]=1 |f:0.1,2.3,6.7|. Yields the product Cl.COC1=CC=CC2=C1C(=C(O2)C2=CC=CC=C2)N2CCN(CC2)C (1-(4-methoxy-2-phenyl-3-benzofuryl)-4-methylpiperazine hydrochloride). The solvent is C(C)O (ethanol). The reactants are Cl.COC1=CC=C(C2=C1C(=C(O2)C2=CC=CC=C2)N2CCN(CC2)C)Cl (1-(4-methoxy-7 -chloro-2-phenyl-3-benzofuryl)-4-methylpiperazine hydrochloride), O.NN (hydrazine hydrate). Reported procedure: The mixture of 6.0 g of 1-(4-methoxy-7 -chloro-2-phenyl-3-benzofuryl)-4-methylpiperazine hydrochloride, 45 ml of hydrazine hydrate, 250 ml of ethanol and 1.5 g of 10% palladium on charcoal is stirred at reflux for 2 hours. It is filtered, the filtrate evaporated, the residue taken up in methylene chloride and successively washed with 2 N aqueous sodium hydroxide and saturated aqueous sodium chloride, dried and evaporated. The residue is taken up in isopropanol, the solution acidified with ethere... The product is C(C)(C)(C)OC(=O)NC=1SC=C(N1)C(C(=O)O)CCF (2-{2-[(Tert-butoxycarbonyl)amino]-1,3-thiazole-4-yl}-4-fluorobutanoic acid). Reaction SMILES: [C:1]([O:5][C:6]([NH:8][C:9]1[S:10][CH:11]=[C:12]([CH:14]([CH2:20][CH2:21][F:22])[C:15]([O:17]CC)=[O:16])[N:13]=1)=[O:7])([CH3:4])([CH3:3])[CH3:2].[OH-].[Li+].Cl>C1COCC1.CO>[C:1]([O:5][C:6]([NH:8][C:9]1[S:10][CH:11]=[C:12]([CH:14]([CH2:20][CH2:21][F:22])[C:15]([OH:17])=[O:16])[N:13]=1)=[O:7])([CH3:3])([CH3:4])[CH3:2] |f:1.2|. The reactants are C(C)(C)(C)OC(=O)NC=1SC=C(N1)C(C(=O)OCC)CCF (Ethyl 2-(2-[(tert-butoxycarbonyl)amino]-1,3-thiazol-4-yl)-4-fluorobutanoate), Cl (HCl), [OH-].[Li+] (lithium hydroxide). Conditions: time 90 minute. The solvent is C1CCOC1 (THF), CO (methanol). Procedure details: To a solution of the product from step B (100 mg, 0.3 mmol) in a mixture of THF (1 mL) and methanol (0.3 mL) was added a solution of lithium hydroxide (0.3 mL of a 1 M soln, 0.3 mmol) and the resulting mixture stirred at room temperature for 90 min. 1N HCl (0.3 mL, 0.3 mmol) was added and the mixture evaporated to dryness. The resulting crude product was used immediately without purification.